This data is from the Open Reaction Database (ORD), a public repository of structured organic reaction records. The task is: describe an organic reaction: reactants, conditions, products, and yield Reactants: N1(CCOCC1)C(CCCCC(=O)OC)=O (Methyl 6-morpholin-4-yl-6-oxohexanoate), [OH-].[Na+] (sodium hydroxide). Solvent: O (water), CO (methanol). Conditions: time 19 hour. The product is N1(CCOCC1)C(CCCCC(=O)O)=O (6-Morpholin-4-yl-6-oxohexanoic Acid). Yield: 95.2%. Reaction SMILES: [N:1]1([C:7](=[O:16])[CH2:8][CH2:9][CH2:10][CH2:11][C:12]([O:14]C)=[O:13])[CH2:6][CH2:5][O:4][CH2:3][CH2:2]1.[OH-].[Na+]>CO.O>[N:1]1([C:7](=[O:16])[CH2:8][CH2:9][CH2:10][CH2:11][C:12]([OH:14])=[O:13])[CH2:2][CH2:3][O:4][CH2:5][CH2:6]1 |f:1.2|. Procedure details: Methyl 6-morpholin-4-yl-6-oxohexanoate (4.60 g) obtained in Reference Example 84(1) is dissolved in methanol (20 ml), and thereto is added a solution of sodium hydroxide (1.61 g) in water (8 ml). The mixture is stirred at room temperature for 19 hours. The reaction solution is concentrated under reduced pressure and the residue is neutralized with 2 N hydrochloric acid. The residue is concentrated under reduced pressure and extracted with chloroform. The organic layer is dried over sodium sulfat...